Dataset: the Open Reaction Database (ORD), a public repository of structured organic reaction records. Task: describe an organic reaction: reactants, conditions, products, and yield Run in C(C)O (ethanol). Reaction conditions: temperature 50 celsius, time 20 minute. The reactants are C(CS)(=O)[O-].[NH4+] (ammonium thioglycolate), O=[As]O[As]=O (Arsenic trioxide), C(C)C(CS)(CS)CS (2-Ethyl-2-(mercaptomethyl)propane-1,3-dithiol). As a reaction SMILES: O=[As:2]O[As]=O.C([O-])(=O)CS.[NH4+].[CH2:12]([C:14]([CH2:19][SH:20])([CH2:17][SH:18])[CH2:15][SH:16])[CH3:13]>C(O)C>[CH2:12]([C:14]12[CH2:19][S:20][As:2]([S:18][CH2:17]1)[S:16][CH2:15]2)[CH3:13] |f:1.2|. The product is C(C)C12CS[As](SC1)SC2 (4-Ethyl-2,6,7-trithia-1-arsabicyclo[2.2.2]octane). Procedure: Arsenic trioxide (0.101 g, 0.506 mmol) was dissolved in ethanol (95%, 20 mL) and ammonium thioglycolate (827.2 μL of 5.5 M aqueous solution, 4.55 mmol) were stirred vigorously while heating to 50° C. After 60 minutes 4 (0.184 g, 1.01 mmol) was added, stirring continued for 20 minutes, cooled, and then filtered to remove insoluble material. The filtrate was taken to dryness, washed with water (2×15 mL), dissolved in dichloromethane (10 mL), dried over anhydrous magnesium sulfate, filtered, and ta... Reactants: COC(=O)C(C)(NC(=O)OC1C2CC3CC(C2)CC1C3)c1ccc2ccccc2n1, CCCCC. The product is CC(NC(=O)OC1C2CC3CC(C2)CC1C3)(C(=O)O)c1ccc2ccccc2n1. RXN SMILES: [CH3:1][O:2][C:3]([C:4]([NH:5][C:6](=[O:7])[O:8][CH:9]1[CH:10]2[CH2:11][CH:12]3[CH2:13][CH:14]([CH2:15][CH:16]1[CH2:17]3)[CH2:18]2)([CH3:19])[c:20]1[n:21][c:22]2[cH:23][cH:24][cH:25][cH:26][c:27]2[cH:28][cH:29]1)=[O:30].[CH3:31][CH2:32][CH2:33][CH2:34][CH3:35]>>[O:2]=[C:3]([C:4]([NH:5][C:6](=[O:7])[O:8][CH:9]1[CH:10]2[CH2:11][CH:12]3[CH2:13][CH:14]([CH2:15][CH:16]1[CH2:17]3)[CH2:18]2)([CH3:19])[c:20]1[n:21][c:22]2[cH:23][cH:24][cH:25][cH:26][c:27]2[cH:28][cH:29]1)[OH:30]. Starting materials: BrC1=CC(=CN1S(=O)(=O)C1=C(C=CC=C1)C#N)CN(C(OC(C)(C)C)=O)C (tert-butyl {[5-bromo-1-(2-cyanophenyl)sulfonyl-1H-pyrrol-3-yl]methyl}methylcarbamate), N1=CC(=CC=C1)B(O)O (3-pyridineboronic acid), C([O-])([O-])=O.[Na+].[Na+] (sodium carbonate). The reagents and catalysts are C=1C=CC(=CC1)[P](C=2C=CC=CC2)(C=3C=CC=CC3)[Pd]([P](C=4C=CC=CC4)(C=5C=CC=CC5)C=6C=CC=CC6)([P](C=7C=CC=CC7)(C=8C=CC=CC8)C=9C=CC=CC9)[P](C=1C=CC=CC1)(C=1C=CC=CC1)C=1C=CC=CC1 (tetrakis(triphenylphosphine)palladium). Product: C(#N)C1=C(C=CC=C1)S(=O)(=O)N1C=C(C=C1C=1C=NC=CC1)CN(C(OC(C)(C)C)=O)C (tert-Butyl {[(2-cyanophenyl)sulfonyl-5-(3-pyridyl)-1H-pyrrol-3-yl]methyl}methylcarbamate). Yield: 63.4%. RXN SMILES: Br[C:2]1[N:6]([S:7]([C:10]2[CH:15]=[CH:14][CH:13]=[CH:12][C:11]=2[C:16]#[N:17])(=[O:9])=[O:8])[CH:5]=[C:4]([CH2:18][N:19]([CH3:27])[C:20](=[O:26])[O:21][C:22]([CH3:25])([CH3:24])[CH3:23])[CH:3]=1.[N:28]1[CH:33]=[CH:32][CH:31]=[C:30](B(O)O)[CH:29]=1.C(=O)([O-])[O-].[Na+].[Na+]>C1C=CC([P]([Pd]([P](C2C=CC=CC=2)(C2C=CC=CC=2)C2C=CC=CC=2)([P](C2C=CC=CC=2)(C2C=CC=CC=2)C2C=CC=CC=2)[P](C2C=CC=CC=2)(C2C=CC=CC=2)C2C=CC=CC=2)(C2C=CC=CC=2)C2C=CC=CC=2)=CC=1>[C:16]([C:11]1[CH:12]=[CH:13][CH:14]=[CH:15][C:10]=1[S:7]([N:6]1[C:2]([C:30]2[CH:29]=[N:28][CH:33]=[CH:32][CH:31]=2)=[CH:3][C:4]([CH2:18][N:19]([CH3:27])[C:20](=[O:26])[O:21][C:22]([CH3:25])([CH3:24])[CH3:23])=[CH:5]1)(=[O:9])=[O:8])#[N:17] |f:2.3.4,^1:46,48,67,86|. Procedure: Using tert-butyl {[5-bromo-1-(2-cyanophenyl)sulfonyl-1H-pyrrol-3-yl]methyl}methylcarbamate (296 mg), 3-pyridineboronic acid (162 mg), sodium carbonate (208 mg) and tetrakis(triphenylphosphine)palladium (38.2 mg), a procedure as in Reference Example 267 was performed to give the title compound as a white solid (yield 187 mg, 63%). Reactants: Brc1cccc(Br)n1, CC(C)(C)O, CC(C)(C)[O-], [K+]. Yields the product CC(C)(C)c1cccc(Br)n1. Reaction SMILES: [Br:1][c:2]1[n:3][c:4]([Br:8])[cH:5][cH:6][cH:7]1.[CH3:15][C:16]([OH:17])([CH3:18])[CH3:19].[CH3:9][C:10]([CH3:11])([O-:12])[CH3:13].[K+:14]>>[c:2]1([C:10]([CH3:9])([CH3:11])[CH3:13])[n:3][c:4]([Br:8])[cH:5][cH:6][cH:7]1. The reactants are COC(=O)CBr, Cl, NC1CCN(c2ccc(Oc3ccccc3)cc2)CC1. Product: COC(=O)CNC1CCN(c2ccc(Oc3ccccc3)cc2)CC1. As a reaction SMILES: [CH3:22][O:23][C:24]([CH2:25][Br:26])=[O:27].[ClH:1].[O:2]([c:3]1[cH:4][cH:5][cH:6][cH:7][cH:8]1)[c:9]1[cH:10][cH:11][c:12]([N:15]2[CH2:16][CH2:17][CH:18]([NH2:21])[CH2:19][CH2:20]2)[cH:13][cH:14]1>>[O:2]([c:3]1[cH:4][cH:5][cH:6][cH:7][cH:8]1)[c:9]1[cH:10][cH:11][c:12]([N:15]2[CH2:16][CH2:17][CH:18]([NH:21][CH2:25][C:24]([O:23][CH3:22])=[O:27])[CH2:19][CH2:20]2)[cH:13][cH:14]1. The reactants are CC(=O)OCC=C(C)C=CC=C(C)C=CC1=C(C)CCCC1(C)C, CO, [Na+], [OH-]. Yields the product CC(C=CC1=C(C)CCCC1(C)C)=CC=CC(C)=CCO. As a reaction SMILES: [CH3:1][C:2](=[O:3])[O:4][CH2:5][CH:6]=[C:7]([CH3:8])[CH:9]=[CH:10][CH:11]=[C:12]([CH3:13])[CH:14]=[CH:15][C:16]1=[C:17]([CH3:18])[CH2:19][CH2:20][CH2:21][C:22]1([CH3:23])[CH3:24].[CH3:27][OH:28].[Na+:26].[OH-:25]>>[OH:4][CH2:5][CH:6]=[C:7]([CH3:8])[CH:9]=[CH:10][CH:11]=[C:12]([CH3:13])[CH:14]=[CH:15][C:16]1=[C:17]([CH3:18])[CH2:19][CH2:20][CH2:21][C:22]1([CH3:23])[CH3:24]. Reactants: N12CC(C(CC1)CC2)NC(=O)C=2C=C(C=C1C2N=C(O1)C1=CC=CC=C1)N (N-(1-azabicyclo[2.2.2]oct-3-yl)-6-amino-2-phenylbenzoxazole-4-carboxamide), N1=CC=CC=C1 (pyridine), C(C)(=O)OC(C)=O (acetic anhydride). Run in C(Cl)Cl (methylene chloride). Conditions: time 30 minute. The product is N12CC(C(CC1)CC2)NC(=O)C=2C=C(C=C1C2N=C(O1)C1=CC=CC=C1)NC(C)=O (N-(1-azabicyclo[2.2.2]oct-3-yl)-6-acetylamino-2-phenylbenzoxazole-4-carboxamide). Yield: 35.7%. As a reaction SMILES: [N:1]12[CH2:8][CH2:7][CH:4]([CH2:5][CH2:6]1)[CH:3]([NH:9][C:10]([C:12]1[CH:13]=[C:14]([NH2:27])[CH:15]=[C:16]3[O:20][C:19]([C:21]4[CH:26]=[CH:25][CH:24]=[CH:23][CH:22]=4)=[N:18][C:17]=13)=[O:11])[CH2:2]2.N1C=CC=CC=1.[C:34](OC(=O)C)(=[O:36])[CH3:35]>C(Cl)Cl>[N:1]12[CH2:8][CH2:7][CH:4]([CH2:5][CH2:6]1)[CH:3]([NH:9][C:10]([C:12]1[CH:13]=[C:14]([NH:27][C:34](=[O:36])[CH3:35])[CH:15]=[C:16]3[O:20][C:19]([C:21]4[CH:22]=[CH:23][CH:24]=[CH:25][CH:26]=4)=[N:18][C:17]=13)=[O:11])[CH2:2]2. Reported procedure: To a solution of N-(1-azabicyclo[2.2.2]oct-3-yl)-6-amino-2-phenylbenzoxazole-4-carboxamide (35 mg, 0.09 mmol) in methylene chloride (1 mL) was added pyridine (11 μL, 0.14 mmol) and acetic anhydride (11 μL, 0.10 mmol) at 0° C. and stirred for 30 min, then allowed to warm to room temperature for 1 h. The reaction mixture was quenched with saturated solution of sodium bicarbonate and concentrated under reduced pressure. The crude was purified by semi-preparative HPLC to afford N-(1-azabicyclo[2.2.2...